This data is from the Open Reaction Database (ORD), a public repository of structured organic reaction records. The task is: describe an organic reaction: reactants, conditions, products, and yield Starting materials: CC1=C(C=CC=C1)C1CCC(CC1)=O (4-(2-methylphenyl)cyclohexanone), S(=O)(=O)(Cl)Cl (sulfuryl chloride), C([O-])(O)=O.[Na+] (sodium bicarbonate). Solvent: C(Cl)Cl (methylene chloride), C(Cl)Cl (methylene chloride). Conditions: time 14 hour. Product: ClC1C(CCC(C1)C1=C(C=CC=C1)C)=O (2-Chloro-4-(2-methylphenyl)cyclohexanone). RXN SMILES: [CH3:1][C:2]1[CH:7]=[CH:6][CH:5]=[CH:4][C:3]=1[CH:8]1[CH2:13][CH2:12][C:11](=[O:14])[CH2:10][CH2:9]1.S(Cl)([Cl:18])(=O)=O.C(=O)(O)[O-].[Na+]>C(Cl)Cl>[Cl:18][CH:10]1[CH2:9][CH:8]([C:3]2[CH:4]=[CH:5][CH:6]=[CH:7][C:2]=2[CH3:1])[CH2:13][CH2:12][C:11]1=[O:14] |f:2.3|. Reported procedure: Prepared in analogy with a method in Hussey, A. S. and Herr, R. R., J. Org. Chem., 24, 843 (1959). To a 500 mL round-bottomed flask equipped with nitrogen inlet were added 33.3 grams (0.177 tool) of 4-(2-methylphenyl)cyclohexanone and 200 mL methylene chloride. To the stirring solution was added dropwise over 30 minutes a solution of 17.1 mL (0.212 mol) sulfuryl chloride in 10 mL methylene chloride. The reaction was stirred 14 hours at room temperature and poured into saturated aqueous sodium bi...